From a dataset of the Open Reaction Database (ORD), a public repository of structured organic reaction records. describe an organic reaction: reactants, conditions, products, and yield Yields the product C(C)OC(=O)C1(CC1)C1=CC=C(C=C1)C1=CC=C(C=C1)C1=C(C(=NO1)C)C1C(C1)C(N([C@H](C)C1=CC=CC=C1)C)=O (1-[4′-(3-Methyl-4-{2-[methyl-((R)-1-phenyl-ethyl)-carbamoyl]-cyclopropyl}-isoxazol-5-yl)-biphenyl-4-yl]-cyclopropanecarboxylic acid ethyl ester). Procedure details: Prepared according to the procedure described in Example 1, Step 10, using 2-[5-(4-bromo-phenyl)-3-methyl-isoxazol-4-yl]-cyclopropanecarboxylic acid methyl-((R)-1-phenyl-ethyl)-amide and 1-[4-(4,4,5,5-tetramethyl-[1,3,2]dioxaborolan-2-yl)-phenyl]-cyclopropanecarboxylic acid ethyl ester. The reactants are CN(C(=O)C1C(C1)C=1C(=NOC1C1=CC=C(C=C1)Br)C)[C@H](C)C1=CC=CC=C1 (2-[5-(4-bromo-phenyl)-3-methyl-isoxazol-4-yl]-cyclopropanecarboxylic acid methyl-((R)-1-phenyl-ethyl)-amide), C(C)OC(=O)C1(CC1)C1=CC=C(C=C1)B1OC(C(O1)(C)C)(C)C (1-[4-(4,4,5,5-tetramethyl-[1,3,2]dioxaborolan-2-yl)-phenyl]-cyclopropanecarboxylic acid ethyl ester). RXN SMILES: [CH3:1][N:2]([C@@H:21]([C:23]1[CH:28]=[CH:27][CH:26]=[CH:25][CH:24]=1)[CH3:22])[C:3]([CH:5]1[CH2:7][CH:6]1[C:8]1[C:9]([CH3:20])=[N:10][O:11][C:12]=1[C:13]1[CH:18]=[CH:17][C:16](Br)=[CH:15][CH:14]=1)=[O:4].[CH2:29]([O:31][C:32]([C:34]1([C:37]2[CH:42]=[CH:41][C:40](B3OC(C)(C)C(C)(C)O3)=[CH:39][CH:38]=2)[CH2:36][CH2:35]1)=[O:33])[CH3:30]>>[CH2:29]([O:31][C:32]([C:34]1([C:37]2[CH:42]=[CH:41][C:40]([C:16]3[CH:17]=[CH:18][C:13]([C:12]4[O:11][N:10]=[C:9]([CH3:20])[C:8]=4[CH:6]4[CH2:7][CH:5]4[C:3](=[O:4])[N:2]([CH3:1])[C@@H:21]([C:23]4[CH:28]=[CH:27][CH:26]=[CH:25][CH:24]=4)[CH3:22])=[CH:14][CH:15]=3)=[CH:39][CH:38]=2)[CH2:35][CH2:36]1)=[O:33])[CH3:30]. Reactants: OC=1C=CC=C2C=CC=NC12 (8-Hydroxyquinoline), BrC=1C=CC=2C3=C(N(C2C1)C)CCCNC3=O (8-Bromo-6-methyl-2,3,4,5-tetrahydroazepino[4,3-b]indol-1(6H)-one), C(C1=CC=CC=C1)OC1=CC(NC=C1)=O (4-benzyloxy pyridinone), C(=O)([O-])[O-].[Cs+].[Cs+] (Cs2CO3). Reagents/catalysts: [Cu](I)I (copper iodide). Run in CS(=O)C (DMSO). Reaction conditions: temperature 130 celsius, time 30 minute. Product: C(C1=CC=CC=C1)OC1=CC(N(C=C1)C=1C=CC=2C3=C(N(C2C1)C)CCCNC3)=O (4-(Benzyloxy)-1-(6-methyl-1,2,3,4,5,6-hexahydroazepino[4,3-b]indol-8-yl)pyridin-2(1H)-one). The yield is 7.0%. Reaction SMILES: Br[C:2]1[CH:3]=[CH:4][C:5]2[C:6]3[C:16](=O)[NH:15][CH2:14][CH2:13][CH2:12][C:7]=3[N:8]([CH3:11])[C:9]=2[CH:10]=1.[CH2:18]([O:25][C:26]1[CH:31]=[CH:30][NH:29][C:28](=[O:32])[CH:27]=1)[C:19]1[CH:24]=[CH:23][CH:22]=[CH:21][CH:20]=1.C([O-])([O-])=O.[Cs+].[Cs+].OC1C=CC=C2C=1N=CC=C2>CS(C)=O.[Cu](I)I>[CH2:18]([O:25][C:26]1[CH:31]=[CH:30][N:29]([C:2]2[CH:3]=[CH:4][C:5]3[C:6]4[CH2:16][NH:15][CH2:14][CH2:13][CH2:12][C:7]=4[N:8]([CH3:11])[C:9]=3[CH:10]=2)[C:28](=[O:32])[CH:27]=1)[C:19]1[CH:20]=[CH:21][CH:22]=[CH:23][CH:24]=1 |f:2.3.4|. Procedure details: 8-Bromo-6-methyl-2,3,4,5-tetrahydroazepino[4,3-b]indol-1(6H)-one (0.20 g, 0.68 mmol), 4-benzyloxy pyridinone (0.18 g, 0.89 mmol), and Cs2CO3 (0.24 g, 0.75 mmol) were suspended in DMSO (4.0 mL), and the air was removed under vacuum for 15 min. The system was flushed with Ar and the process repeated. 8-Hydroxyquinoline (30 mg, 0.21 mmol) and copper iodide (0.17 g, 0.89 mmol) were added to the suspension, and the evacuation/Ar flushing process was repeated twice more. The reaction mixture was heate... The reactants are C(C)(=O)OCCOC1=NN(C(=C1C1=CC=C(C=C1)C)N)CCO[Si](C)(C)C(C)(C)C (2-{[5-amino-1-(2-{[tert-butyl(dimethyl)silyl]oxy}ethyl)-4-(4-methylphenyl)-1H-pyrazol-3-yl]oxy}ethyl acetate), C(C)(C)(C)C1=CC=C(C=C1)S(=O)(=O)Cl (4-(tert-butyl)phenylsulfonyl chloride), N1[C@@H](CC2=CC=CC=C2C1)C(=O)O (Tic), C(C)(=O)OCC.CCCCCC (ethyl acetate hexane), S(=O)(=O)(Cl)Cl (sulfonyl chloride). The reagents and catalysts are S(=O)(=O)([O-])[O-].[Cu+2] (copper (II) sulfate), CN(C)C1=CC=NC=C1 (4-(N,N-dimethyl)aminopyridine). The solvent is N1=CC=CC=C1 (pyridine). Conditions: time 4 day. Product: C(C)(=O)OCCOC1=NN(C(=C1C1=CC=C(C=C1)C)N(S(=O)(=O)C1=CC=C(C=C1)C(C)(C)C)S(=O)(=O)C1=CC=C(C=C1)C(C)(C)C)CCO[Si](C)(C)C(C)(C)C (2-{[5-(bis{[4-(tert-butyl)phenyl]sulfonyl}amino}-1-{2-{[tert-butyl(dimethyl)silyl]oxy}ethyl}-4-{4-methylphenyl}-1H-pyrazol-3-yl]oxy}ethyl acetate). Reaction SMILES: [C:1]([O:4][CH2:5][CH2:6][O:7][C:8]1[C:12]([C:13]2[CH:18]=[CH:17][C:16]([CH3:19])=[CH:15][CH:14]=2)=[C:11]([NH2:20])[N:10]([CH2:21][CH2:22][O:23][Si:24]([C:27]([CH3:30])([CH3:29])[CH3:28])([CH3:26])[CH3:25])[N:9]=1)(=[O:3])[CH3:2].[C:31]([C:35]1[CH:40]=[CH:39][C:38]([S:41](Cl)(=[O:43])=[O:42])=[CH:37][CH:36]=1)([CH3:34])([CH3:33])[CH3:32].[S:45](Cl)(Cl)(=[O:47])=[O:46].N1C[C:58]2[C:53](=[CH:54]C=CC=2)[CH2:52][C@H]1C(O)=O.C(OCC)(=O)C.[CH3:69][CH2:70][CH2:71][CH2:72][CH2:73][CH3:74]>CN(C1C=CN=CC=1)C.N1C=CC=CC=1.S([O-])([O-])(=O)=O.[Cu+2]>[C:1]([O:4][CH2:5][CH2:6][O:7][C:8]1[C:12]([C:13]2[CH:18]=[CH:17][C:16]([CH3:19])=[CH:15][CH:14]=2)=[C:11]([N:20]([S:45]([C:71]2[CH:70]=[CH:69][C:74]([C:53]([CH3:58])([CH3:54])[CH3:52])=[CH:73][CH:72]=2)(=[O:47])=[O:46])[S:41]([C:38]2[CH:39]=[CH:40][C:35]([C:31]([CH3:34])([CH3:33])[CH3:32])=[CH:36][CH:37]=2)(=[O:43])=[O:42])[N:10]([CH2:21][CH2:22][O:23][Si:24]([C:27]([CH3:30])([CH3:29])[CH3:28])([CH3:25])[CH3:26])[N:9]=1)(=[O:3])[CH3:2] |f:4.5,8.9|. Reported procedure: A solution of 2-{[5-amino-1-(2-{[tert-butyl(dimethyl)silyl]oxy}ethyl)-4-(4-methylphenyl)-1H-pyrazol-3-yl]oxy}ethyl acetate (0.35 g) (Preparation 30), 4-(tert-butyl)phenylsulfonyl chloride (0.25 g) and 4-(N,N-dimethyl)aminopyridine (98 mg) in pyridine (4 ml) was stirred at room temperature overnight. Tlc (30:70 ethyl acetate/hexane) indicated a new less polar product had formed, but the reaction appeared to have proceeded only 50% to completion. A further aliquot of the sulfonyl chloride (0.25 g)... Starting materials: C(C1=CC=CC=C1)(=O)N=C=S (benzoyl isothiocyanate), NC1=CC(=CC(=N1)C(=O)OC)Br (methyl 6-amino-4-bromopyridine-2-carboxylate), CCCCCC (hexane). Solvent: O1CCCC1 (tetrahydrofuran). Conditions: time 13 hour. Yields the product C(C1=CC=CC=C1)(=O)NC(NC1=CC(=CC(=N1)C(=O)OC)Br)=S (methyl 6-(3-benzoylthioureido)-4-bromopyridine-2-carboxylate). As a reaction SMILES: [NH2:1][C:2]1[N:7]=[C:6]([C:8]([O:10][CH3:11])=[O:9])[CH:5]=[C:4]([Br:12])[CH:3]=1.[C:13]([N:21]=[C:22]=[S:23])(=[O:20])[C:14]1[CH:19]=[CH:18][CH:17]=[CH:16][CH:15]=1.CCCCCC>O1CCCC1>[C:13]([NH:21][C:22](=[S:23])[NH:1][C:2]1[N:7]=[C:6]([C:8]([O:10][CH3:11])=[O:9])[CH:5]=[C:4]([Br:12])[CH:3]=1)(=[O:20])[C:14]1[CH:19]=[CH:18][CH:17]=[CH:16][CH:15]=1. Reported procedure: 2.74 g of methyl 6-amino-4-bromopyridine-2-carboxylate was dissolved in 15 ml of tetrahydrofuran and 1.63 ml of benzoyl isothiocyanate was added thereto, followed by stirring at room temperature for 13 hours. To the reaction mixture was added 40 ml of hexane. The resulting solid was filtered and washed with hexane. The obtained solid was dried in vacuo to give the title compound. Product: CC(C)(C)Cn1c(N)nc2ccc(-c3nc(-c4c(F)cccc4C(F)(F)F)[nH]c3-c3ccc(F)cc3)nc21, CS(=O)(=O)O. Reaction SMILES: [CH3:1][C:2]([CH2:3][n:4]1[c:5]([NH2:36])[n:6][c:7]2[c:8]1[n:9][c:10](-[c:13]1[n:14][c:15](-[c:25]3[c:26]([F:35])[cH:27][cH:28][cH:29][c:30]3[C:31]([F:32])([F:33])[F:34])[nH:16][c:17]1-[c:18]1[cH:19][cH:20][c:21]([F:24])[cH:22][cH:23]1)[cH:11][cH:12]2)([CH3:37])[CH3:38].[CH3:39][S:40]([OH:41])(=[O:42])=[O:43].[CH3:44][OH:45]>>[CH3:1][C:2]([CH2:3][n:4]1[c:5]([NH2:36])[n:6][c:7]2[c:8]1[n:9][c:10](-[c:13]1[n:14][c:15](-[c:25]3[c:26]([F:35])[cH:27][cH:28][cH:29][c:30]3[C:31]([F:32])([F:33])[F:34])[nH:16][c:17]1-[c:18]1[cH:19][cH:20][c:21]([F:24])[cH:22][cH:23]1)[cH:11][cH:12]2)([CH3:37])[CH3:38].[CH3:39][S:40](=[O:41])(=[O:42])[OH:43]. Reactants: CC(C)(C)Cn1c(N)nc2ccc(-c3nc(-c4c(F)cccc4C(F)(F)F)[nH]c3-c3ccc(F)cc3)nc21, CS(=O)(=O)O, CO. Starting materials: [BH3-]C#N, COc1ccc2c(c1)NCCC2, CO, [Cl-], [Cl-], [Na+], [Zn+2], O=Cc1ncc[nH]1. Product: COc1ccc2c(c1)N(Cc1ncc[nH]1)CCC2. As a reaction SMILES: [C:20]([BH3-:21])#[N:22].[CH3:1][O:2][c:3]1[cH:4][cH:5][c:6]2[c:11]([cH:12]1)[NH:10][CH2:9][CH2:8][CH2:7]2.[CH3:24][OH:25].[Cl-:26].[Cl-:28].[Na+:23].[Zn+2:27].[nH:13]1[c:14]([CH:18]=[O:19])[n:15][cH:16][cH:17]1>>[CH3:1][O:2][c:3]1[cH:4][cH:5][c:6]2[c:11]([cH:12]1)[N:10]([CH2:18][c:14]1[nH:13][cH:17][cH:16][n:15]1)[CH2:9][CH2:8][CH2:7]2. Starting materials: BrCC1=C(C(=CC=C1)Cl)Cl (1-(bromomethyl)-2,3-dichlorobenzene), ClC1=NC=C2C(=N1)NN=C2 (6-chloro-1H-pyrazolo[3,4-d]pyrimidine), CN1N=CC(=C1)N (1-methyl-1H-pyrazol-4-amine). The product is ClC1=C(CN2N=CC=3C2=NC(=NC3)NC=3C=NN(C3)C)C=CC=C1Cl (1-(2,3-Dichlorobenzyl)-N-(1-methyl-1H-pyrazol-4-yl)-1H-pyrazolo[3,4-d]pyrimidin-6-amine). RXN SMILES: Br[CH2:2][C:3]1[CH:8]=[CH:7][CH:6]=[C:5]([Cl:9])[C:4]=1[Cl:10].Cl[C:12]1[N:17]=[C:16]2[NH:18][N:19]=[CH:20][C:15]2=[CH:14][N:13]=1.[CH3:21][N:22]1[CH:26]=[C:25]([NH2:27])[CH:24]=[N:23]1>>[Cl:10][C:4]1[C:5]([Cl:9])=[CH:6][CH:7]=[CH:8][C:3]=1[CH2:2][N:18]1[C:16]2=[N:17][C:12]([NH:27][C:25]3[CH:24]=[N:23][N:22]([CH3:21])[CH:26]=3)=[N:13][CH:14]=[C:15]2[CH:20]=[N:19]1. Procedure: The following compound was made according to the procedures in Example 1 (Step ii) using 1-(bromomethyl)-2,3-dichlorobenzene and 6-chloro-1H-pyrazolo[3,4-d]pyrimidine, followed by Example 1 (Step i) using 1-methyl-1H-pyrazol-4-amine. The reactants are CC(C)C1=CC(=C(C(=C1)C(C)C)C2=C(C=CC=C2)P(C3CCCCC3)C4CCCCC4)C(C)C (X-Phos), O1CCN(CC1)C1=NC=C(C=C1N)N1CCOCC1 (2,5-dimorpholinopyridin-3-amine), ClC1=C(C(=NC2=CC(=C(C=C12)Cl)OC)C1=NC=CC=C1)C (4,6-dichloro-7-methoxy-3-methyl-2-(pyridin-2-yl)-quinoline), CC(C)([O-])C.[Na+] (sodium t-butoxide). The reagents and catalysts are C=1C=CC(=CC1)/C=C/C(=O)/C=C/C2=CC=CC=C2.C=1C=CC(=CC1)/C=C/C(=O)/C=C/C2=CC=CC=C2.C=1C=CC(=CC1)/C=C/C(=O)/C=C/C2=CC=CC=C2.[Pd].[Pd] (tris(dibenzylideneacetone)dipalladium(0)). Run in O (water), C1(=CC=CC=C1)C (toluene). Reaction conditions: temperature 120 celsius, time 45 minute. Product: ClC=1C=C2C(=C(C(=NC2=CC1OC)C1=NC=CC=C1)C)NC=1C(=NC=C(C1)N1CCOCC1)N1CCOCC1 (6-chloro-N-(2,5-di-4-morpholinyl-3-pyridinyl)-7-methoxy-3-methyl-2-(2-pyridinyl)-4-quinolinamine). Reaction SMILES: CC(C1C=C(C(C)C)C(C2C=CC=CC=2P(C2CCCCC2)C2CCCCC2)=C(C(C)C)C=1)C.[O:35]1[CH2:40][CH2:39][N:38]([C:41]2[C:46]([NH2:47])=[CH:45][C:44]([N:48]3[CH2:53][CH2:52][O:51][CH2:50][CH2:49]3)=[CH:43][N:42]=2)[CH2:37][CH2:36]1.Cl[C:55]1[C:64]2[C:59](=[CH:60][C:61]([O:66][CH3:67])=[C:62]([Cl:65])[CH:63]=2)[N:58]=[C:57]([C:68]2[CH:73]=[CH:72][CH:71]=[CH:70][N:69]=2)[C:56]=1[CH3:74].CC(C)([O-])C.[Na+]>C1(C)C=CC=CC=1.O.C1C=CC(/C=C/C(/C=C/C2C=CC=CC=2)=O)=CC=1.C1C=CC(/C=C/C(/C=C/C2C=CC=CC=2)=O)=CC=1.C1C=CC(/C=C/C(/C=C/C2C=CC=CC=2)=O)=CC=1.[Pd].[Pd]>[Cl:65][C:62]1[CH:63]=[C:64]2[C:59](=[CH:60][C:61]=1[O:66][CH3:67])[N:58]=[C:57]([C:68]1[CH:73]=[CH:72][CH:71]=[CH:70][N:69]=1)[C:56]([CH3:74])=[C:55]2[NH:47][C:46]1[C:41]([N:38]2[CH2:39][CH2:40][O:35][CH2:36][CH2:37]2)=[N:42][CH:43]=[C:44]([N:48]2[CH2:49][CH2:50][O:51][CH2:52][CH2:53]2)[CH:45]=1 |f:3.4,7.8.9.10.11|. Procedure: To a stirred solution of X-Phos (0.024 g, 0.050 mmol), 2,5-dimorpholinopyridin-3-amine (0.099 g, 0.38 mmol), 4,6-dichloro-7-methoxy-3-methyl-2-(pyridin-2-yl)-quinoline (0.10 g, 0.31 mmol) and tris(dibenzylideneacetone)dipalladium(0) (0.011 g, 0.013 mmol) in toluene (3.13 mL) was added sodium t-butoxide (0.075 g, 0.78 mmol). The reaction mixture was heated to 120° C. and stirred for 45 min. The reaction was then cooled to rt and diluted with water (25 mL). The mixture was extracted with EtOAc (2×... Starting materials: C1(CCC1)C1=CC(=C(C(=O)OC)C=C1C1=NN=C(N1)CC)C (Methyl 4-cyclobutyl-5-(5-ethyl-4H-1,2,4-triazol-3-yl)-2-methylbenzoate), C1(CCC1)C1=CC(=C(C(=O)OC)C=C1C1=NN=C(N1)CC)C (Methyl 4-cyclobutyl-5-(5-ethyl-4H-1,2,4-triazol-3-yl)-2-methylbenzoate), C[Si](C)(C)CC=[N+]=[N-] (((Trimethylsilyl)methyl)diazomethane). Solvent: ClCCl (dichloromethane), CO (methanol). Conditions: time 16 hour. Yields the product C1(CCC1)C1=CC(=C(C(=O)OC)C=C1C1=NN(C(N1)CC)C)C (Methyl 4-cyclobutyl-5-(5-ethyl-N-methyl-4H-1,2,4-triazol-3-yl)-2-methylbenzoate). Yield: 92.9%. Reaction SMILES: [CH:1]1([C:5]2[C:14]([C:15]3[NH:19][C:18]([CH2:20][CH3:21])=[N:17][N:16]=3)=[CH:13][C:8]([C:9]([O:11][CH3:12])=[O:10])=[C:7]([CH3:22])[CH:6]=2)[CH2:4][CH2:3][CH2:2]1.[CH3:23][Si](CC=[N+]=[N-])(C)C>CO.ClCCl>[CH:1]1([C:5]2[C:14]([C:15]3[NH:19][CH:18]([CH2:20][CH3:21])[N:17]([CH3:23])[N:16]=3)=[CH:13][C:8]([C:9]([O:11][CH3:12])=[O:10])=[C:7]([CH3:22])[CH:6]=2)[CH2:4][CH2:3][CH2:2]1. Procedure details: Methyl 4-cyclobutyl-5-(5-ethyl-4H-1,2,4-triazol-3-yl)-2-methylbenzoate (compound 164.1, 87 mg, 0.29 mmol) was dissolved in methanol and dichloromethane (1:1 v/v) (6 ml). ((Trimethylsilyl)methyl)diazomethane (2.0 M in ether) (220 ul, 0.44 mmol) was added. The mixture was stiffed for 16 hours and quenched with HOAc (300 ul). The volatiles were removed in vacuo to afford an oil (85 mg). The residue was carried as crude onto the next step without further purification. m/z (ES+) 314 (M+H)+.